This data is from the Open Reaction Database (ORD), a public repository of structured organic reaction records. The task is: describe an organic reaction: reactants, conditions, products, and yield The reactants are CCO, NN, O=C(O)CCn1cnc2c(=O)[nH]cnc21, O. Yields the product NNC(=O)CCn1cnc2c(=O)[nH]cnc21. RXN SMILES: [CH3:19][CH2:20][OH:21].[NH2:17][NH2:18].[O:1]=[c:2]1[c:3]2[n:4][cH:5][n:6]([CH2:11][CH2:12][C:13](=[O:14])[OH:15])[c:7]2[n:8][cH:9][nH:10]1.[OH2:16]>>[O:1]=[c:2]1[c:3]2[n:4][cH:5][n:6]([CH2:11][CH2:12][C:13](=[O:15])[NH:17][NH2:18])[c:7]2[n:8][cH:9][nH:10]1. The reactants are FC(C1=CC(=NC=2N1N=CC2C(=O)O)C2=CC=C(C=C2)C(F)(F)F)(F)F (7-trifluoromethyl-5-(4-trifluoromethyl-phenyl)-pyrazolo[1,5-a]pyrimidine-3-carboxylic acid), NC=1C=C(C(=CC1)C)S(=O)(=O)N (3-amino-6-methyl-benzenesulfonamide). Product: CC1=C(C=C(C=C1)NC(=O)C=1C=NN2C1N=C(C=C2C(F)(F)F)C2=CC=C(C=C2)C(F)(F)F)S(N)(=O)=O (7-Trifluoromethyl-5-(4-trifluoromethyl-phenyl)-pyrazolo[1,5-a]pyrimidine-3-carboxylic acid(4-methyl-3-sulfamoyl-phenyl)-amide). Reaction SMILES: [F:1][C:2]([F:26])([F:25])[C:3]1[N:8]2[N:9]=[CH:10][C:11]([C:12](O)=[O:13])=[C:7]2[N:6]=[C:5]([C:15]2[CH:20]=[CH:19][C:18]([C:21]([F:24])([F:23])[F:22])=[CH:17][CH:16]=2)[CH:4]=1.[NH2:27][C:28]1[CH:29]=[C:30]([S:35]([NH2:38])(=[O:37])=[O:36])[C:31]([CH3:34])=[CH:32][CH:33]=1>>[CH3:34][C:31]1[CH:32]=[CH:33][C:28]([NH:27][C:12]([C:11]2[CH:10]=[N:9][N:8]3[C:3]([C:2]([F:26])([F:25])[F:1])=[CH:4][C:5]([C:15]4[CH:20]=[CH:19][C:18]([C:21]([F:24])([F:22])[F:23])=[CH:17][CH:16]=4)=[N:6][C:7]=23)=[O:13])=[CH:29][C:30]=1[S:35](=[O:36])(=[O:37])[NH2:38]. Reported procedure: The title compound was prepared from 7-trifluoromethyl-5-(4-trifluoromethyl-phenyl)-pyrazolo[1,5-a]pyrimidine-3-carboxylic acid (example C.2) and 3-amino-6-methyl-benzenesulfonamide [CAS-No. 6973-09-7] according to general procedure II. Yellow solid. MS (ISP) 544.0 [(M+H+]; mp 297° C.